Dataset: the Open Reaction Database (ORD), a public repository of structured organic reaction records. Task: describe an organic reaction: reactants, conditions, products, and yield Reactants: C(C)(C)(C)C1=C(C=C(C(=O)N2[C@@](C[C@@H]([C@@H]2C2=CC=CC=C2)C2=NC=CN=C2)(C(=O)OC(C)(C)C)CC(C)C)C=C1)OC (rel-(2S,4S,5R)-1-(4-tert-butyl-3-methoxybenzoyl)-2-isobutyl-4-pyrazin-2-yl-5-phenyl-pyrrolidine-2-carboxylic acid, tert-butyl ester), C(=O)(C(F)(F)F)O (TFA). The product is C(C)(C)(C)C1=C(C=C(C(=O)N2[C@@](C[C@@H]([C@@H]2C2=CC=CC=C2)C2=NC=CN=C2)(C(=O)O)CC(C)C)C=C1)OC (rel-(2S,4S,5R)-1-(4-tert-Butyl-3-methoxybenzoyl)-2-isobutyl-4-(pyrazin-2-yl)-5-phenyl-pyrrolidine-2-carboxylic acid). Reaction SMILES: [C:1]([C:5]1[CH:40]=[CH:39][C:8]([C:9]([N:11]2[C@@H:15]([C:16]3[CH:21]=[CH:20][CH:19]=[CH:18][CH:17]=3)[C@@H:14]([C:22]3[CH:27]=[N:26][CH:25]=[CH:24][N:23]=3)[CH2:13][C@@:12]2([CH2:35][CH:36]([CH3:38])[CH3:37])[C:28]([O:30]C(C)(C)C)=[O:29])=[O:10])=[CH:7][C:6]=1[O:41][CH3:42])([CH3:4])([CH3:3])[CH3:2].C(O)(C(F)(F)F)=O>>[C:1]([C:5]1[CH:40]=[CH:39][C:8]([C:9]([N:11]2[C@@H:15]([C:16]3[CH:17]=[CH:18][CH:19]=[CH:20][CH:21]=3)[C@@H:14]([C:22]3[CH:27]=[N:26][CH:25]=[CH:24][N:23]=3)[CH2:13][C@@:12]2([CH2:35][CH:36]([CH3:37])[CH3:38])[C:28]([OH:30])=[O:29])=[O:10])=[CH:7][C:6]=1[O:41][CH3:42])([CH3:3])([CH3:4])[CH3:2]. Procedure: The tert-butyl ester from stage A was deprotected with TFA in a similar manner to that described in Example 1, to afford the title compound as a solid. Run at temperature 80 celsius, time 16 hour. The reactants are crude intermediate, C(C)OC(=O)C1(CC=C(CC1)OS(=O)(=O)C(F)(F)F)C(=O)OCC (4-trifluoromethanesulfonyloxy-cyclohex-3-ene-1,1-dicarboxylic acid diethyl ester), ClC1=CC=C(C=C1)OB(O)O (4-chloro-phenylboric acid), P(=O)([O-])([O-])[O-].[K+].[K+].[K+] (tripotassium phosphate), C(C)(C)(C)C#C (t-butyl acetylene). Reagents/catalysts: C1=CC=C(C=C1)P([C-]2C=CC=C2)C3=CC=CC=C3.C1=CC=C(C=C1)P([C-]2C=CC=C2)C3=CC=CC=C3.Cl[Pd]Cl.[Fe+2].C(Cl)Cl (PdCl2(dppf) CH2Cl2). Isolated yield 76.4%. RXN SMILES: [CH2:1]([O:3][C:4]([C:6]1([C:20]([O:22][CH2:23][CH3:24])=[O:21])[CH2:11][CH2:10][C:9](OS(C(F)(F)F)(=O)=O)=[CH:8][CH2:7]1)=[O:5])[CH3:2].[Cl:25][C:26]1[CH:31]=[CH:30][C:29](OB(O)O)=[CH:28][CH:27]=1.P([O-])([O-])([O-])=O.[K+].[K+].[K+].C(C#C)(C)(C)C>C1C=CC(P(C2C=CC=CC=2)[C-]2C=CC=C2)=CC=1.C1C=CC(P(C2C=CC=CC=2)[C-]2C=CC=C2)=CC=1.Cl[Pd]Cl.[Fe+2].C(Cl)Cl.C(COC)OC.C(O)C>[CH2:1]([O:3][C:4]([C:6]1([C:20]([O:22][CH2:23][CH3:24])=[O:21])[CH2:11][CH2:10][C:9]([C:29]2[CH:30]=[CH:31][C:26]([Cl:25])=[CH:27][CH:28]=2)=[CH:8][CH2:7]1)=[O:5])[CH3:2] |f:2.3.4.5,7.8.9.10.11|. The solvent is C(OC)COC (dimethoxyethane), C(C)O (ethanol). Procedure: A 100 ml heavy wall round bottom flask was charged with the crude intermediate 4-trifluoromethanesulfonyloxy-cyclohex-3-ene-1,1-dicarboxylic acid diethyl ester (4.0 g, 80% purity, 8.55 mmol, 1.0 equiv) from last step, PdCl2(dppf)-CH2Cl2 adduct (0.628 g, 0.769 mmol, 0.09 equiv), 4-chloro-phenylboric acid (2.67 g, 17.1 mmol, 2.0 equiv), tripotassium phosphate (4.54 g, 21.37 mmol, 2.5 equiv), ethanol (8 ml), dimethoxyethane (32.0 ml) and t-butyl acetylene (7.9 g, 97 mmol, 2.0 equiv). The flask was ... Yields the product C(C)OC(=O)C1(CC=C(CC1)C1=CC=C(C=C1)Cl)C(=O)OCC (4-(4-chloro-phenyl)-cyclohex-3-ene-1,1-dicarboxylic acid diethyl ester).